The task is: describe an organic reaction: reactants, conditions, products, and yield. This data is from the Open Reaction Database (ORD), a public repository of structured organic reaction records. Starting materials: CNC, CC(C)O, [Cl-], Clc1cncc(Cl)n1. Yields the product CN(C)c1cncc(Cl)n1. Reaction SMILES: [CH3:2][NH:3][CH3:4].[CH:13]([OH:14])([CH3:15])[CH3:16].[Cl-:1].[Cl:5][c:6]1[n:7][c:8]([Cl:12])[cH:9][n:10][cH:11]1>>[CH3:2][N:3]([CH3:4])[c:6]1[n:7][c:8]([Cl:12])[cH:9][n:10][cH:11]1. Starting materials: Cl.NC(CCCCN)C(=O)O (DL-lysine monohydrochloride), N[C@@H](CCCCN)C(=O)O (L-lysine). Reaction conditions: time 10 minute. The product is Cl.N[C@H](CCCCN)C(=O)O (D-lysine monohydrochloride). Reaction SMILES: [ClH:1].[NH2:2][CH:3]([C:9]([OH:11])=[O:10])[CH2:4][CH2:5][CH2:6][CH2:7][NH2:8].N[C@H](C(O)=O)CCCCN>>[ClH:1].[NH2:2][C@@H:3]([C:9]([OH:11])=[O:10])[CH2:4][CH2:5][CH2:6][CH2:7][NH2:8] |f:0.1,3.4|. Procedure: Into a shaking flask having a volume of 500 ml was charged ml of a medium (pH 7.0) comprising 0.5% of DL-lysine monohydrochloride, 1.0% of polypeptone, 1.0% of a yeast extract and 0.5% of sodium chloride, and the medium was sterilized at 120° C. for 10 minutes. A loopful of Pseudomonas sp. ATCC 14676 was inoculated into the medium and cultured at 30° C. for 20 hours. The cell collected from 1000 ml of the above culture broth by centrifugation was suspended in a physiological saline and then coll... Starting materials: CI, COc1ccc(CC(=O)c2ccc3oc(=O)n(C)c3c2)c(Cl)c1, [H-], [Na+], CN(C)C=O. The product is COc1ccc(C(C)C(=O)c2ccc3oc(=O)n(C)c3c2)c(Cl)c1. RXN SMILES: [CH3:26][I:27].[Cl:1][c:2]1[c:3]([CH2:10][C:11](=[O:12])[c:13]2[cH:14][cH:15][c:16]3[c:17]([n:18]([CH3:22])[c:19](=[O:21])[o:20]3)[cH:23]2)[cH:4][cH:5][c:6]([O:8][CH3:9])[cH:7]1.[H-:24].[Na+:25].[O:28]=[CH:29][N:30]([CH3:31])[CH3:32]>>[Cl:1][c:2]1[c:3]([CH:10]([C:11](=[O:12])[c:13]2[cH:14][cH:15][c:16]3[c:17]([n:18]([CH3:22])[c:19](=[O:21])[o:20]3)[cH:23]2)[CH3:26])[cH:4][cH:5][c:6]([O:8][CH3:9])[cH:7]1. As a reaction SMILES: C([O:4][C@@H:5]1[C@@:25]2([CH3:26])[C:9](=[CH:10][CH:11]=[C:12]3[C@@H:24]2[CH2:23][CH2:22][C@@:21]2([CH3:27])[C@H:13]3[CH2:14][CH2:15][C@@H:16]2[CH:17]([CH:19]=[O:20])[CH3:18])[CH2:8][C@@H:7]([O:28][CH2:29][O:30][CH3:31])[CH2:6]1)(=O)C.C[O-].[Na+]>CO>[OH:4][C@@H:5]1[C@@:25]2([CH3:26])[C:9](=[CH:10][CH:11]=[C:12]3[C@@H:24]2[CH2:23][CH2:22][C@@:21]2([CH3:27])[C@H:13]3[CH2:14][CH2:15][C@@H:16]2[CH:17]([CH:19]=[O:20])[CH3:18])[CH2:8][C@@H:7]([O:28][CH2:29][O:30][CH3:31])[CH2:6]1 |f:1.2|. Solvent: CO (methanol). Yield: 88.7%. Reported procedure: In 10 ml of methanol was dissolved 100 mg of 1α-acetoxy-3β-(methoxymethyl)oxypregna-5,7-diene-20-carbaldehyde, followed by addition of 50 mg of sodium methoxide. The mixture was stirred in an atmosphere of argon gas for 2 hours. The reaction mixture was then worked up in the same manner as Example 164 to give 80 mg of 1α-hydroxy-3β-(methoxymethyl)oxypregna-5,7-diene-20-carbaldehyde showing the following physical properties. The product is O[C@H]1C[C@@H](CC2=CC=C3[C@@H]4CC[C@H](C(C)C=O)[C@]4(CC[C@@H]3[C@@]12C)C)OCOC (1α-hydroxy-3β-(methoxymethyl)oxypregna-5,7-diene-20-carbaldehyde). Run at time 2 hour. Reactants: C(C)(=O)O[C@H]1C[C@@H](CC2=CC=C3[C@@H]4CC[C@H](C(C)C=O)[C@]4(CC[C@@H]3[C@@]12C)C)OCOC (1α-acetoxy-3β-(methoxymethyl)oxypregna-5,7-diene-20-carbaldehyde), C[O-].[Na+] (sodium methoxide). Reactants: C(=O)(O)CCC1CCN(CC1)CC(=O)OCC (4-(2-carboxyethyl)-1-[(ethoxycarbonyl)methyl]-piperidine), Cl (hydrochloric acid), S(=O)(Cl)Cl (thionyl chloride). Solvent: C(Cl)Cl (methylene chloride). Reaction conditions: time 3 hour. Product: Cl.ClC(=O)CCC1CCN(CC1)CC(=O)OCC (4-[2-(chlorocarbonyl)ethyl]-1-[(ethoxycarbonyl)methyl]-piperidine-hydrochloride). As a reaction SMILES: [C:1]([CH2:4][CH2:5][CH:6]1[CH2:11][CH2:10][N:9]([CH2:12][C:13]([O:15][CH2:16][CH3:17])=[O:14])[CH2:8][CH2:7]1)(O)=[O:2].[ClH:18].S(Cl)([Cl:21])=O>C(Cl)Cl>[ClH:21].[Cl:18][C:1]([CH2:4][CH2:5][CH:6]1[CH2:11][CH2:10][N:9]([CH2:12][C:13]([O:15][CH2:16][CH3:17])=[O:14])[CH2:8][CH2:7]1)=[O:2] |f:4.5|. Procedure: To 1.46 g of 4-(2-carboxyethyl)-1-[(ethoxycarbonyl)methyl]-piperidine in 10 ml methylene chloride, is added 1 ml of saturated ethereal hydrochloric acid. 1.2 g of thionyl chloride are added and the mixture is stirred for 3 hours at ambient temperature. The reaction mixture is concentrated by evaporation and the residue is mixed twice with toluene and evaporated down again. The crude product is further reacted in Examples 1 and 2 without being purified.